This data is from the Open Reaction Database (ORD), a public repository of structured organic reaction records. The task is: describe an organic reaction: reactants, conditions, products, and yield Reactants: C(C)(C)(C)OC(=O)N1CCC(CC1)N1C2=CC=CC=C2OC=2C=C(C=CC12)C1=NN=NN1 (4-[3-(1H-tetrazol-5-yl)-phenoxazin-10-yl]-piperidine-1-carboxylic acid tert-butyl ester), C(C)(C)(C)OC(=O)N1CCC(CC1)N1C2=CC=CC=C2OC=2C=C(C=CC12)C1=NN=NN1 (4-[3-(1H-Tetrazol-5-yl)-phenoxazin-10-yl]-piperidine-1-carboxylic acid tert-butyl ester), C(=O)(C(F)(F)F)O (TFA), Cl (hydrochloric acid), C(C)(C)(C)OC(=O)N1CCC(CC1)N1C2=CC=CC=C2OC=2C=C(C=CC12)C=1C=NC=CC1 (4-(3-pyridin-3-yl-phenoxazin-10-yl)-piperidine-1-carboxylic acid tert-butyl ester), C(C)(C)(C)OC(=O)N1CCC(CC1)N1C2=CC=CC=C2OC=2C=C(C=CC12)C=1C=NC=CC1 (4-(3-Pyridin-3-yl-phenoxazin-10-yl)-piperidine-1-carboxylic acid tert-butyl ester). The solvent is C(Cl)Cl (methylene chloride). Yields the product N1CCC(CC1)N1C2=CC=CC=C2OC=2C=C(C=CC12)C=1C=NC=CC1 (10-Piperidin-4-yl-3-pyridin-3-yl-10H-phenoxazine), C(=O)(C(F)(F)F)O (TFA). As a reaction SMILES: C(OC([N:8]1[CH2:13][CH2:12][CH:11]([N:14]2[C:27]3[CH:26]=[CH:25][C:24]([C:28]4[CH:29]=[N:30][CH:31]=[CH:32][CH:33]=4)=[CH:23][C:22]=3[O:21][C:20]3[C:15]2=[CH:16][CH:17]=[CH:18][CH:19]=3)[CH2:10][CH2:9]1)=O)(C)(C)C.C(OC(N1CCC(N2C3C=CC(C4NN=NN=4)=CC=3OC3C2=CC=CC=3)CC1)=O)(C)(C)C.[C:66]([OH:72])([C:68]([F:71])([F:70])[F:69])=[O:67].Cl>C(Cl)Cl>[NH:8]1[CH2:9][CH2:10][CH:11]([N:14]2[C:27]3[CH:26]=[CH:25][C:24]([C:28]4[CH:29]=[N:30][CH:31]=[CH:32][CH:33]=4)=[CH:23][C:22]=3[O:21][C:20]3[C:15]2=[CH:16][CH:17]=[CH:18][CH:19]=3)[CH2:12][CH2:13]1.[C:66]([OH:72])([C:68]([F:71])([F:70])[F:69])=[O:67]. Procedure details: Using an adaptation of the method described in Procedure 6, substituting 4-(3-pyridin-3-yl-phenoxazin-10-yl)-piperidine-1-carboxylic acid tert-butyl ester, 3i, for 4-[3-(1H-tetrazol-5-yl)-phenoxazin-10-yl]-piperidine-1-carboxylic acid tert-butyl ester, 5a, and a mixture of TFA in methylene chloride for a 4N hydrochloric acid solution, the title compound 10-piperidin-4-yl-3-pyridin-3-yl-10H-phenoxazine, 4i was obtained as a TFA salt after purification via reverse phase HPLC (eluent gradient: CH3C... The product is CSc1nccc(Oc2ccc(NC(=O)Nc3ccc(Cl)c(C(F)(F)F)c3)cc2)n1. RXN SMILES: [CH2:31]1[O:32][CH2:33][CH2:34][CH2:35]1.[CH3:15][S:16][c:17]1[n:18][cH:19][cH:20][c:21]([O:23][c:24]2[cH:25][cH:26][c:27]([NH2:30])[cH:28][cH:29]2)[n:22]1.[Cl:1][c:2]1[c:3]([C:11]([F:12])([F:13])[F:14])[cH:4][c:5]([N:8]=[C:9]=[O:10])[cH:6][cH:7]1>>[Cl:1][c:2]1[c:3]([C:11]([F:12])([F:13])[F:14])[cH:4][c:5]([NH:8][C:9](=[O:10])[NH:30][c:27]2[cH:26][cH:25][c:24]([O:23][c:21]3[cH:20][cH:19][n:18][c:17]([S:16][CH3:15])[n:22]3)[cH:29][cH:28]2)[cH:6][cH:7]1. Starting materials: C1CCOC1, CSc1nccc(Oc2ccc(N)cc2)n1, O=C=Nc1ccc(Cl)c(C(F)(F)F)c1. Starting materials: O=C(Cl)C(=O)Cl, ClCCl, CC1(C(=O)O)CCC(N2C(=O)c3ccccc3C2=O)CC1, CN(C)C=O. Product: CC1(C(=O)Cl)CCC(N2C(=O)c3ccccc3C2=O)CC1. Reaction SMILES: [Cl:22][C:23]([C:24]([Cl:25])=[O:26])=[O:27].[Cl:33][CH2:34][Cl:35].[O:1]=[C:2]1[N:3]([CH:12]2[CH2:13][CH2:14][C:15]([C:18](=[O:19])[OH:20])([CH3:21])[CH2:16][CH2:17]2)[C:4](=[O:11])[c:5]2[cH:6][cH:7][cH:8][cH:9][c:10]21.[O:28]=[CH:29][N:30]([CH3:31])[CH3:32]>>[O:1]=[C:2]1[N:3]([CH:12]2[CH2:13][CH2:14][C:15]([C:18](=[O:19])[Cl:22])([CH3:21])[CH2:16][CH2:17]2)[C:4](=[O:11])[c:5]2[cH:6][cH:7][cH:8][cH:9][c:10]21. Reactants: C1CCOC1, CCCCCCCCCCC=Cc1cnn(C(C(=O)Nc2c(OC)cc(OC)cc2OC)c2ccccc2)c1, [H][H]. The product is CCCCCCCCCCCCc1cnn(C(C(=O)Nc2c(OC)cc(OC)cc2OC)c2ccccc2)c1. RXN SMILES: [CH2:42]1[O:43][CH2:44][CH2:45][CH2:46]1.[CH:1](=[CH:2][CH2:3][CH2:4][CH2:5][CH2:6][CH2:7][CH2:8][CH2:9][CH2:10][CH2:11][CH3:12])[c:13]1[cH:14][n:15][n:16]([CH:18]([C:19](=[O:20])[NH:21][c:22]2[c:23]([O:32][CH3:33])[cH:24][c:25]([O:30][CH3:31])[cH:26][c:27]2[O:28][CH3:29])[c:34]2[cH:35][cH:36][cH:37][cH:38][cH:39]2)[cH:17]1.[H:40][H:41]>>[CH2:1]([CH2:2][CH2:3][CH2:4][CH2:5][CH2:6][CH2:7][CH2:8][CH2:9][CH2:10][CH2:11][CH3:12])[c:13]1[cH:14][n:15][n:16]([CH:18]([C:19](=[O:20])[NH:21][c:22]2[c:23]([O:32][CH3:33])[cH:24][c:25]([O:30][CH3:31])[cH:26][c:27]2[O:28][CH3:29])[c:34]2[cH:35][cH:36][cH:37][cH:38][cH:39]2)[cH:17]1. Starting materials: C#Cc1ccc(C(=O)c2ccccc2)cc1, [Li]CCCC, CC(C)NC(C)C, CC(=O)C(F)(F)F, C1CCOC1. The product is CC(O)(C#Cc1ccc(C(=O)c2ccccc2)cc1)C(F)(F)F. As a reaction SMILES: [C:13]([c:14]1[cH:15][cH:16][cH:17][cH:18][cH:19]1)(=[O:20])[c:21]1[cH:22][cH:23][c:24]([C:27]#[CH:28])[cH:25][cH:26]1.[CH2:8]([Li:9])[CH2:10][CH2:11][CH3:12].[CH:1]([NH:2][CH:3]([CH3:4])[CH3:5])([CH3:6])[CH3:7].[F:29][C:30]([C:31](=[O:32])[CH3:33])([F:34])[F:35].[O:36]1[CH2:37][CH2:38][CH2:39][CH2:40]1>>[C:13]([c:14]1[cH:15][cH:16][cH:17][cH:18][cH:19]1)(=[O:20])[c:21]1[cH:22][cH:23][c:24]([C:27]#[C:28][C:31]([C:30]([F:29])([F:34])[F:35])([OH:32])[CH3:33])[cH:25][cH:26]1. Starting materials: ClC=1C=CC(=C(C(=O)OC)C1)[N+](=O)[O-] (methyl 5-chloro-2-nitrobenzoate), N1CCOCC1 (morpholine), crude material. The solvent is CN(C)C=O (DMF), CO (methanol), CN(C)C=O (DMF). Run at time 20 minute. The product is N1(CCOCC1)C=1C=CC(=C(C(=O)OC)C1)[N+](=O)[O-] (methyl 5-(morpholin-4-yl)-2-nitrobenzoate). RXN SMILES: Cl[C:2]1[CH:3]=[CH:4][C:5]([N+:12]([O-:14])=[O:13])=[C:6]([CH:11]=1)[C:7]([O:9][CH3:10])=[O:8].[NH:15]1[CH2:20][CH2:19][O:18][CH2:17][CH2:16]1>CN(C=O)C.CO>[N:15]1([C:2]2[CH:3]=[CH:4][C:5]([N+:12]([O-:14])=[O:13])=[C:6]([CH:11]=2)[C:7]([O:9][CH3:10])=[O:8])[CH2:20][CH2:19][O:18][CH2:17][CH2:16]1. Procedure details: A solution of 2.0 g (9.28 mmol) product from Step A and 1.6 mL (18.6 mmol) morpholine in 20 mL DMF was heated to 90° C. for 6 hours. After the mixture had cooled to room temperature, the DMF was stripped off in vacuo. The crude material was then redissolved in methanol and stirred with 20 g Amberlyst-A26® for about 20 minutes. The mixture was then stripped of solvent and used without further purification in the next step. Rf 0.20 in 40% EtOAc/hexane, visualized by UV and visible light. Reactants: O1C(=CC=C1)C1=CC=C(C=C1)/C(=C/C(=O)OCC)/C ((E)-Ethyl 3-(4-furan-2-yl-phenyl)-but-2-enoate), CC(C)C[AlH]CC(C)C (DIBAL-H). Product: O1C(=CC=C1)C1=CC=C(C=C1)/C(=C/CO)/C ((E)-3-(4-furan-2-yl-phenyl)-but-2-en-1-ol). As a reaction SMILES: [O:1]1[CH:5]=[CH:4][CH:3]=[C:2]1[C:6]1[CH:11]=[CH:10][C:9](/[C:12](/[CH3:19])=[CH:13]/[C:14](OCC)=[O:15])=[CH:8][CH:7]=1.CC(C[AlH]CC(C)C)C>>[O:1]1[CH:5]=[CH:4][CH:3]=[C:2]1[C:6]1[CH:11]=[CH:10][C:9](/[C:12](/[CH3:19])=[CH:13]/[CH2:14][OH:15])=[CH:8][CH:7]=1. Procedure: (E)-Ethyl 3-(4-furan-2-yl-phenyl)-but-2-enoate was reduced with DIBAL-H by a procedure analogous to that described in example 50b, to give the colourless solid (E)-3-(4-furan-2-yl-phenyl)-but-2-en-1-ol. The reactants are Cc1ccccc1OCC(=O)Nc1ccc(-c2nc3cnccc3o2)cc1, CCOC(C)=O, ClCCl, O=C(OO)c1cccc(Cl)c1. Yields the product Cc1ccccc1OCC(=O)Nc1ccc(-c2nc3c[n+]([O-])ccc3o2)cc1. RXN SMILES: [CH3:12][c:13]1[c:14]([O:15][CH2:16][C:17](=[O:18])[NH:19][c:20]2[cH:21][cH:22][c:23](-[c:26]3[o:27][c:28]4[c:29]([cH:30][n:31][cH:32][cH:33]4)[n:34]3)[cH:24][cH:25]2)[cH:35][cH:36][cH:37][cH:38]1.[CH3:42][CH2:43][O:44][C:45]([CH3:46])=[O:47].[Cl:39][CH2:40][Cl:41].[OH:1][O:2][C:3]([c:4]1[cH:5][c:6]([Cl:7])[cH:8][cH:9][cH:10]1)=[O:11]>>[O-:1][n+:31]1[cH:30][c:29]2[c:28]([o:27][c:26](-[c:23]3[cH:22][cH:21][c:20]([NH:19][C:17]([CH2:16][O:15][c:14]4[c:13]([CH3:12])[cH:38][cH:37][cH:36][cH:35]4)=[O:18])[cH:25][cH:24]3)[n:34]2)[cH:33][cH:32]1.